Task: describe an organic reaction: reactants, conditions, products, and yield. Dataset: the Open Reaction Database (ORD), a public repository of structured organic reaction records The reactants are BrC=1C(=C(C#N)C=CC1)F (3-bromo-2-fluoro-benzonitrile), CC(C)([O-])C.[K+] (potassium tert-butoxide). Run in O1CCCC1 (tetrahydrofuran). Conditions: temperature 0 celsius, time 5 minute. The product is BrC=1C(=C(C#N)C=CC1)OC(C)(C)C (3-Bromo-2-tert-butoxy-benzonitrile). RXN SMILES: [Br:1][C:2]1[C:3](F)=[C:4]([CH:7]=[CH:8][CH:9]=1)[C:5]#[N:6].[CH3:11][C:12]([CH3:15])([O-:14])[CH3:13].[K+]>O1CCCC1>[Br:1][C:2]1[C:3]([O:14][C:12]([CH3:15])([CH3:13])[CH3:11])=[C:4]([CH:7]=[CH:8][CH:9]=1)[C:5]#[N:6] |f:1.2|. Reported procedure: A mixture of 3-bromo-2-fluoro-benzonitrile (40.0 g, 0.200 mol) and tetrahydrofuran (200 mL) was chilled to 0° C. and stirred for 5 min. A solution of potassium tert-butoxide (130 mL, 0.210 mol) was added dropwise at 0° C. and the reaction was allowed to warm to RT with stirring over 90 min. The reaction was quenched with water (200 mL) and 2 M Na2CO3 (100 mL) and extracted with EtOAc (3×200 mL). The organic layer was dried over Na2SO4 and the solvent was removed by rotary evaporation to provide ... Product: C(C)OC(C(C)(C)OC1=C(C=C(C=C1)OCC=1C(=NC(=NC1)C1=CC=C(C=C1)OC(F)(F)F)COC)C)=O (2-{4-[4-Methoxymethyl-2-(4-trifluoromethoxy-phenyl)-pyrimidin-5-ylmethoxy]-2-methyl-phenoxy}-2-methyl-propionic acid ethyl ester). As a reaction SMILES: [CH2:1]([O:3][C:4](=[O:17])[C:5]([O:8][C:9]1[CH:14]=[CH:13][C:12]([OH:15])=[CH:11][C:10]=1[CH3:16])([CH3:7])[CH3:6])[CH3:2].Cl[CH2:19][C:20]1[C:21]([CH2:37][O:38][CH3:39])=[N:22][C:23]([C:26]2[CH:31]=[CH:30][C:29]([O:32][C:33]([F:36])([F:35])[F:34])=[CH:28][CH:27]=2)=[N:24][CH:25]=1>>[CH2:1]([O:3][C:4](=[O:17])[C:5]([O:8][C:9]1[CH:14]=[CH:13][C:12]([O:15][CH2:19][C:20]2[C:21]([CH2:37][O:38][CH3:39])=[N:22][C:23]([C:26]3[CH:31]=[CH:30][C:29]([O:32][C:33]([F:36])([F:35])[F:34])=[CH:28][CH:27]=3)=[N:24][CH:25]=2)=[CH:11][C:10]=1[CH3:16])([CH3:6])[CH3:7])[CH3:2]. Procedure details: In analogy to the procedure described in example 113A], 2-(4-hydroxy-2-methyl-phenoxy)-2-methyl-propionic acid ethyl ester (described in WO 02/092590) was reacted with 5-chloromethyl-4-methoxymethyl-2-(4-trifluoromethoxy-phenyl)-pyrimidine (example 155E]) to give the title compound as brown oil. Reactants: C(C)OC(C(C)(C)OC1=C(C=C(C=C1)O)C)=O (2-(4-hydroxy-2-methyl-phenoxy)-2-methyl-propionic acid ethyl ester), ClCC=1C(=NC(=NC1)C1=CC=C(C=C1)OC(F)(F)F)COC (5-chloromethyl-4-methoxymethyl-2-(4-trifluoromethoxy-phenyl)-pyrimidine). As a reaction SMILES: [C:1]([O:2][C:3](=[O:4])[N:7]([C:8](=[O:9])[c:10]1[cH:11][n:12][c:13](-[c:16]2[cH:17][cH:18][cH:19][cH:20][cH:21]2)[n:14][cH:15]1)[N:22]1[CH2:23][CH2:24][N:25]([CH2:28][CH2:29][O:30][CH3:31])[CH2:26][CH2:27]1)([CH3:5])([CH3:6])[CH3:32].[H-:34].[I:35][CH3:36].[Na+:33].[O:37]=[CH:38][N:39]([CH3:40])[CH3:41]>>[NH:7]([C:8](=[O:9])[c:10]1[cH:11][n:12][c:13](-[c:16]2[cH:17][cH:18][cH:19][cH:20][cH:21]2)[n:14][cH:15]1)[N:22]1[CH2:23][CH2:24][N:25]([CH2:28][CH2:29][O:30][CH3:31])[CH2:26][CH2:27]1. Product: COCCN1CCN(NC(=O)c2cnc(-c3ccccc3)nc2)CC1. Starting materials: COCCN1CCN(N(C(=O)OC(C)(C)C)C(=O)c2cnc(-c3ccccc3)nc2)CC1, [H-], CI, [Na+], CN(C)C=O. The reactants are O (water), CSC(=CC(=O)C1=NC=2C(=CC=3C(C(N(C3C2)CC)=O)(C)C)N1C1OCCCC1)SC (2-(3,3-bis-methylsulfanyl-acryloyl)-5-ethyl-7,7-dimethyl-1-(tetrahydro-pyran-2-yl)-5,7-dihydro-1H-imidazo[4,5-f]indol-6-one), O.C1(=CC=C(C=C1)S(=O)(=O)O)C (p-toluenesulfonic acid monohydrate), O (water). Solvent: CO (methanol). Product: CSC(=CC(=O)C1=NC=2C(=CC=3C(C(N(C3C2)CC)=O)(C)C)N1)SC (2-(3,3-bis-methylsulfanyl-acryloyl)-5-ethyl-7,7-dimethyl-5,7-dihydro-1H-imidazo[4,5-f]indol-6-one). Yield: 38.6%. RXN SMILES: [CH3:1][S:2][C:3]([S:30][CH3:31])=[CH:4][C:5]([C:7]1[N:23](C2CCCCO2)[C:10]2=[CH:11][C:12]3[C:13]([CH3:22])([CH3:21])[C:14](=[O:20])[N:15]([CH2:18][CH3:19])[C:16]=3[CH:17]=[C:9]2[N:8]=1)=[O:6].O.C1(C)C=CC(S(O)(=O)=O)=CC=1.O>CO>[CH3:31][S:30][C:3]([S:2][CH3:1])=[CH:4][C:5]([C:7]1[NH:23][C:10]2=[CH:11][C:12]3[C:13]([CH3:21])([CH3:22])[C:14](=[O:20])[N:15]([CH2:18][CH3:19])[C:16]=3[CH:17]=[C:9]2[N:8]=1)=[O:6] |f:1.2|. Procedure: Crude 2-(3,3-bis-methylsulfanyl-acryloyl)-5-ethyl-7,7-dimethyl-1-(tetrahydro-pyran-2-yl)-5,7-dihydro-1H-imidazo[4,5-f]indol-6-one (2.25 g, 4.9 mmol) and p-toluenesulfonic acid monohydrate (0.5 g, 2.6 mmol) was dissolved in methanol (25 mL) and water (3 mL) and stirred at reflux for 3 h. After cooling to room temperature, water (50 mL) was added and the mixture extracted with etyhl acetate (3×50 mL). The combined organic layers were washed with water and concentrated in vacuo. The crude product w... Starting materials: OCCN(C(C1=CC=C(C=C1)C(C=1C=CC=C2C=CC=NC12)=C1CCNCC1)=O)C (N-(2-Hydroxy-ethyl)-N-methyl-4-(piperidin-4-ylidene-quinolin-8-yl-methyl)-benzamide), S1C=NC(=C1)C=O (4-thiazolecarboxaldehyde), C(C)(=O)O[BH-](OC(C)=O)OC(C)=O.[Na+] (Sodium triacetoxyborohydride). Run in C(Cl)Cl (CH2Cl2), ClC(C)Cl (dichloroethane). Reaction conditions: time 20 hour. The product is OCCN(C(C1=CC=C(C=C1)C(=C1CCN(CC1)CC=1N=CSC1)C=1C=CC=C2C=CC=NC12)=O)C (N-(2-hydroxyethyl)-N-methyl-4-(quinolin-8-yl(1-(thiazol-4-ylmethyl)piperidin-4-ylidene)methyl)benzamide). Yield: 48.6%. As a reaction SMILES: [OH:1][CH2:2][CH2:3][N:4]([CH3:30])[C:5](=[O:29])[C:6]1[CH:11]=[CH:10][C:9]([C:12](=[C:23]2[CH2:28][CH2:27][NH:26][CH2:25][CH2:24]2)[C:13]2[CH:14]=[CH:15][CH:16]=[C:17]3[C:22]=2[N:21]=[CH:20][CH:19]=[CH:18]3)=[CH:8][CH:7]=1.[S:31]1[CH:35]=[C:34]([CH:36]=O)[N:33]=[CH:32]1.C(O[BH-](OC(=O)C)OC(=O)C)(=O)C.[Na+]>ClC(Cl)C.C(Cl)Cl>[OH:1][CH2:2][CH2:3][N:4]([CH3:30])[C:5](=[O:29])[C:6]1[CH:7]=[CH:8][C:9]([C:12]([C:13]2[CH:14]=[CH:15][CH:16]=[C:17]3[C:22]=2[N:21]=[CH:20][CH:19]=[CH:18]3)=[C:23]2[CH2:28][CH2:27][N:26]([CH2:36][C:34]3[N:33]=[CH:32][S:31][CH:35]=3)[CH2:25][CH2:24]2)=[CH:10][CH:11]=1 |f:2.3|. Reported procedure: Compound 1C (3.3 g, 8.3 mmol) and 4-thiazolecarboxaldehyde (1.4 g, 12.4 mmol) in dichloroethane (16 mL) were stirred for 30 min. under nitrogen. Sodium triacetoxyborohydride (5.3 g, 24 9 mmol) was added and the reaction was stirred for 20 h. The mixture was diluted with CH2Cl2 (20 mL) and washed with saturated aqueous NaHCO3. The organic phase was dried over Na2SO4 and concentrated. Column chromatography (120 g silica gel, eluting with 4% 7N NH3/MeOH in CH2Cl2) gave 2.01 g 1D as a white solid (4... The reactants are Cl.C(C1=CC=CC=C1)ON (O-Benzylhydroxylamine hydrochloride), Cl (hydrogen chloride), C(#N)[BH3-].[Na+] (sodium cyanoborohydride), [OH-].[K+] (potassium hydroxide), C(CCCCCC)=O (Heptanal), [OH-].[K+] (potassium hydroxide). The solvent is CO (methanol), CO (methanol), O (water), [Cl-].[Na+].O (brine), CCOCC (ether). Run at time 3 hour. Product: C(C1=CC=CC=C1)ONCCCCCCC (O-Benzyl-N-heptylhydroxylamine). Isolated yield 21.4%. RXN SMILES: Cl.[CH2:2]([O:9][NH2:10])[C:3]1[CH:8]=[CH:7][CH:6]=[CH:5][CH:4]=1.[OH-].[K+].[CH:13](=O)[CH2:14][CH2:15][CH2:16][CH2:17][CH2:18][CH3:19].C([BH3-])#N.[Na+].Cl>CO.[Cl-].[Na+].O.CCOCC.O>[CH2:2]([O:9][NH:10][CH2:13][CH2:14][CH2:15][CH2:16][CH2:17][CH2:18][CH3:19])[C:3]1[CH:8]=[CH:7][CH:6]=[CH:5][CH:4]=1 |f:0.1,2.3,5.6,9.10.11|. Procedure: O-Benzylhydroxylamine hydrochloride (1a) (13.37 g, 83.74 mmol) was dissolved in 31 mL of methanol and 14 mL of water at 0° C. and the apparent pH adjusted to 4.7 using 6N potassium hydroxide. Heptanal (10.2 mL, 76 mmol) was added, and the pH was maintained at 4.7 while the reaction warmed to room temperature. After the pH change stabilized, the mixture was again cooled to 0° C. and 3.54 g (56.31 mmol) of sodium cyanoborohydride was added. The pH was then lowered to just below 3 and maintained th...